From a dataset of the Open Reaction Database (ORD), a public repository of structured organic reaction records. describe an organic reaction: reactants, conditions, products, and yield Reactants: C(#N)C(CCCN1CCN(CC1)CCOC1=CC=C(C=C1)F)(C(C)C)C1=CC=C(C=C1)C(=O)OC (1-[4-cyano-5-methyl-4-(4-carbomethoxyphenyl)hexyl]-4-[2-(4-fluorophenoxy)ethyl]piperazine), [BH4-].[Li+] (Lithium borohydride), Cl (hydrochloric acid). The solvent is O1CCCC1 (tetrahydrofuran). Run at time 10 minute. Yields the product C(#N)C(CCCN1CCN(CC1)CCOC1=CC=C(C=C1)F)(C(C)C)C1=CC=C(C=C1)CO (1-[4-Cyano-5-methyl-4-(4-hydroxymethylphenyl)hexyl]-4-[2-(4-fluorophenoxy)ethyl]piperazine). The yield is 94.6%. Reaction SMILES: [BH4-].[Li+].[C:3]([C:5]([C:28]1[CH:33]=[CH:32][C:31]([C:34](OC)=[O:35])=[CH:30][CH:29]=1)([CH:25]([CH3:27])[CH3:26])[CH2:6][CH2:7][CH2:8][N:9]1[CH2:14][CH2:13][N:12]([CH2:15][CH2:16][O:17][C:18]2[CH:23]=[CH:22][C:21]([F:24])=[CH:20][CH:19]=2)[CH2:11][CH2:10]1)#[N:4].Cl>O1CCCC1>[C:3]([C:5]([C:28]1[CH:29]=[CH:30][C:31]([CH2:34][OH:35])=[CH:32][CH:33]=1)([CH:25]([CH3:27])[CH3:26])[CH2:6][CH2:7][CH2:8][N:9]1[CH2:14][CH2:13][N:12]([CH2:15][CH2:16][O:17][C:18]2[CH:23]=[CH:22][C:21]([F:24])=[CH:20][CH:19]=2)[CH2:11][CH2:10]1)#[N:4] |f:0.1|. Procedure: Lithium borohydride (3 mg) was added to a tetrahydrofuran solution (2 ml) containing the 1-[4-cyano-5-methyl-4-(4-carbomethoxyphenyl)hexyl]-4-[2-(4-fluorophenoxy)ethyl]piperazine (64 mg) obtained in Example 12, and the mixture was heated under reflux for 3 hours. The reaction mixture was cooled to room temperature, then 1 N hydrochloric acid (1 ml) was added thereto, and the mixture was stirred at room temperature for 10 minutes. The organic layer was partitioned by adding aqueous saturated sodi... Reactants: [Si](C)(C)(C(C)(C)C)O[C@@H]1[C@H](NCC1)[C@@H](C)NC1=C(C(=C(C=C1)C#N)Cl)C ((2R,3S)-3-(tert-Butyldimethylsilanyloxy)-2-[(1R)-1-(3-chloro-4-cyano-2-methylphenylamino)ethyl]pyrrolidine), CCN(C(C)C)C(C)C (i-Pr2NEt), C1(=CC=CC=C1)C (toluene), C(=O)(Cl)Cl (phosgene). Run in C(Cl)Cl (CH2Cl2). Conditions: time 4 day. The product is O([Si](C)(C)C(C)(C)C)[C@H]1CCN2C(N([C@@H]([C@@H]21)C)C2=C(C(=C(C#N)C=C2)Cl)C)=O (4-[(1R,7S,7aR)-7-tert-Butyldimethylsilanoxy-1-methyl-3-oxohexahydropyrrolo[1,2-c]imidazol-2-yl]-2-chloro-3-methylbenzonitrile). As a reaction SMILES: [Si:1]([O:8][C@H:9]1[CH2:13][CH2:12][NH:11][C@@H:10]1[C@H:14]([NH:16][C:17]1[CH:22]=[CH:21][C:20]([C:23]#[N:24])=[C:19]([Cl:25])[C:18]=1[CH3:26])[CH3:15])([C:4]([CH3:7])([CH3:6])[CH3:5])([CH3:3])[CH3:2].CCN(C(C)C)C(C)C.[C:36](Cl)(Cl)=[O:37].C1(C)C=CC=CC=1>C(Cl)Cl>[O:8]([C@@H:9]1[C@@H:10]2[N:11]([C:36](=[O:37])[N:16]([C:17]3[CH:22]=[CH:21][C:20]([C:23]#[N:24])=[C:19]([Cl:25])[C:18]=3[CH3:26])[C@@H:14]2[CH3:15])[CH2:12][CH2:13]1)[Si:1]([C:4]([CH3:6])([CH3:7])[CH3:5])([CH3:3])[CH3:2]. Procedure: To a solution of crude 80F (˜0.068 mmol) in CH2Cl2 (2 mL) was added i-Pr2NEt (36 μL, 0.20 mmol) followed by 20% phosgene in toluene (50 μL, 0.1 mmol)-dropwise. The reaction was stirred at rt for 4 days and no desired product was formed. The solvent was removed and the residue was dissolved in 1,2-dichloroethane (2 mL) and treated with i-Pr2NEt (108 μL) at 80° C. for 3 h. Reaction was concentrated and the residue was purified by preparative TLC (30% EtOAc/hexane) to provide the title compound 80G... RXN SMILES: [CH2:1]([CH3:2])[N:3]([CH2:4][CH2:5][NH:6][c:7]1[cH:8][cH:9][c:10]([CH2:24][OH:25])[c:11]2[s:12][c:13]3[cH:14][cH:15][c:16]([O:22][CH3:23])[cH:17][c:18]3[c:19](=[O:21])[c:20]12)[CH2:26][CH3:27].[CH3:28][c:29]1[cH:30][cH:31][cH:32][cH:33][cH:34]1.[O:35]=[Mn:36]=[O:37]>>[CH2:1]([CH3:2])[N:3]([CH2:4][CH2:5][NH:6][c:7]1[cH:8][cH:9][c:10]([CH:24]=[O:25])[c:11]2[s:12][c:13]3[cH:14][cH:15][c:16]([O:22][CH3:23])[cH:17][c:18]3[c:19](=[O:21])[c:20]12)[CH2:26][CH3:27]. Yields the product CCN(CC)CCNc1ccc(C=O)c2sc3ccc(OC)cc3c(=O)c12. The reactants are CCN(CC)CCNc1ccc(CO)c2sc3ccc(OC)cc3c(=O)c12, Cc1ccccc1, O=[Mn]=O. Yield: 46.6%. The product is BrC=1C=NC(=NC1)NCC1=C(C=CC(=C1)C(F)(F)F)F ((5-bromo-pyrimidin-2-yl)-(2-fluoro-5-trifluoromethyl-benzyl)-amine). Reaction SMILES: [F:1][C:2]1[CH:9]=[CH:8][C:7]([C:10]([F:13])([F:12])[F:11])=[CH:6][C:3]=1[CH2:4][NH2:5].C(N(CC)C(C)C)(C)C.[Br:23][C:24]1[CH:25]=[N:26][C:27](Cl)=[N:28][CH:29]=1>O1CCOCC1>[Br:23][C:24]1[CH:25]=[N:26][C:27]([NH:5][CH2:4][C:3]2[CH:6]=[C:7]([C:10]([F:11])([F:12])[F:13])[CH:8]=[CH:9][C:2]=2[F:1])=[N:28][CH:29]=1. The reactants are C(C)(C)N(C(C)C)CC (N,N-diisopropylethylamine), BrC=1C=NC(=NC1)Cl (5-bromo-2-chloropyrimidine), FC1=C(CN)C=C(C=C1)C(F)(F)F (2-Fluoro-5-trifluoromethyl-benzylamine). Procedure: 2-Fluoro-5-trifluoromethyl-benzylamine (2.0 g) is dissolved in 1,4-dioxane (10 ml) and thereto are added N,N-diisopropylethylamine (2.7 ml) and 5-bromo-2-chloropyrimidine (3.02 g) and the mixture is heated under reflux overnight. The reaction solution is cooled to room temperature and concentrated under reduced pressure. The resulting residue is purified by silica gel column chromatography (hexane:ethyl acetate=9:1 to 7:3) to give (5-bromo-pyrimidin-2-yl)-(2-fluoro-5-trifluoromethyl-benzyl)-amin... Run in O1CCOCC1 (1,4-dioxane). The reactants are C(C)(C)(C)OC(=O)N[C@H](C(=O)O)CC1=CC=CC=C1.OCCN1C(C(CCC1=O)N1C(C2=CC=CC=C2C1=O)=O)=O (2-(1-(2-hydroxyethyl)-2,6-dioxopiperidin-3-yl)isoindolin-1,3-dione (S)-2-(tert-butoxycarbonylamino)-3-phenylpropanoate). The solvent is C(=O)(C(F)(F)F)O.C(Cl)Cl (TFA DCM), C(Cl)Cl (DCM). Yields the product N[C@H](C(=O)O)CC1=CC=CC=C1.OCCN1C(C(CCC1=O)N1C(C2=CC=CC=C2C1=O)=O)=O (2-(1-(2-hydroxyethyl)-2,6-dioxopiperidin-3-yl)isoindolin-1,3-dione (S)-2-amino-3-phenylpropanoate). The yield is 63.1%. RXN SMILES: C(OC([NH:8][C@@H:9]([CH2:13][C:14]1[CH:19]=[CH:18][CH:17]=[CH:16][CH:15]=1)[C:10]([OH:12])=[O:11])=O)(C)(C)C.[OH:20][CH2:21][CH2:22][N:23]1[C:28](=[O:29])[CH2:27][CH2:26][CH:25]([N:30]2[C:38](=[O:39])[C:37]3[C:32](=[CH:33][CH:34]=[CH:35][CH:36]=3)[C:31]2=[O:40])[C:24]1=[O:41]>C(O)(C(F)(F)F)=O.C(Cl)Cl.C(Cl)Cl>[NH2:8][C@@H:9]([CH2:13][C:14]1[CH:19]=[CH:18][CH:17]=[CH:16][CH:15]=1)[C:10]([OH:12])=[O:11].[OH:20][CH2:21][CH2:22][N:23]1[C:28](=[O:29])[CH2:27][CH2:26][CH:25]([N:30]2[C:31](=[O:40])[C:32]3[C:37](=[CH:36][CH:35]=[CH:34][CH:33]=3)[C:38]2=[O:39])[C:24]1=[O:41] |f:0.1,2.3,5.6|. Reported procedure: 2-(1-(2-hydroxyethyl)-2,6-dioxopiperidin-3-yl)isoindolin-1,3-dione (S)-2-(tert-butoxycarbonylamino)-3-phenylpropanoate (100 mg) was dissolved in 25% TFA/DCM (10 mL) and stirred on a magnetic strirrer at room temperature. The mixture was allowed to react for 4 hrs. DCM and most of TFA were removed by rotary evaporation in vacuo. The foam obtained was dissolved in DCM (50 mL). The mixture washed with saturated sodium bicarbonate and brine, dried over anhydrous magnesium sulfate, and filtered. 52 m... Reactants: OC1=C(C(=O)CCCCCCCCC(=O)O)C(=CC(=C1OC)OC)C (9-(2'-Hydroxy-3',4'-dimethoxy-6'-methylbenzoyl)nonanoic acid), zinc amalgam, C1(=CC=CC=C1)C (toluene), Cl (hydrochloric acid). Solvent: O (water). Product: OC1=C(C(=CC(=C1OC)OC)C)CCCCCCCCCC(=O)O (10-(2'-hydroxy-3',4'-dimethoxy-6'-methylphenyl)decanoic acid). Reaction SMILES: [OH:1][C:2]1[C:20]([O:21][CH3:22])=[C:19]([O:23][CH3:24])[CH:18]=[C:17]([CH3:25])[C:3]=1[C:4]([CH2:6][CH2:7][CH2:8][CH2:9][CH2:10][CH2:11][CH2:12][CH2:13][C:14]([OH:16])=[O:15])=O.C1(C)C=CC=CC=1.Cl>O>[OH:1][C:2]1[C:20]([O:21][CH3:22])=[C:19]([O:23][CH3:24])[CH:18]=[C:17]([CH3:25])[C:3]=1[CH2:4][CH2:6][CH2:7][CH2:8][CH2:9][CH2:10][CH2:11][CH2:12][CH2:13][C:14]([OH:16])=[O:15]. Procedure details: 9-(2'-Hydroxy-3',4'-dimethoxy-6'-methylbenzoyl)nonanoic acid (formula II-1, wherein R=H3CO, X=H, Y=OH, n=8, in the free form) (0.254 part), zinc amalgam (0.56 part), toluene (1 volume part), 35% hydrochloric acid (0.5 volume part) and a small proportion of water were refluxed for 5 hours. The toluene layer was separated and the water layer was extracted with diethyl ether. The toluene layer was combined with the ethereal layer, washed with water and dried. The solvents were then distilled off un... Starting materials: C1(=CC=CC=C1)P(C1=CC=CC=C1)C1=CC=CC=C1 (triphenylphosphine), BrBr (Br2), C1(=CC=CC2=CC=CC=C12)CO (1-Naphthalenemethanol). Run in C(Cl)(Cl)(Cl)Cl (CCl4), C(Cl)(Cl)(Cl)Cl (CCl4). Run at temperature 0 celsius, time 10 minute. Product: BrCC1=CC=CC2=CC=CC=C12 (1-Bromomethylnaphthalene). The yield is 95.9%. Reaction SMILES: C1(P(C2C=CC=CC=2)C2C=CC=CC=2)C=CC=CC=1.[Br:20]Br.[C:22]1([CH2:32]O)[C:31]2[C:26](=[CH:27][CH:28]=[CH:29][CH:30]=2)[CH:25]=[CH:24][CH:23]=1>C(Cl)(Cl)(Cl)Cl>[Br:20][CH2:32][C:22]1[C:31]2[C:26](=[CH:27][CH:28]=[CH:29][CH:30]=2)[CH:25]=[CH:24][CH:23]=1. Procedure: To a stirring solution of 912 mg (3.48 mmol, 1.2 equiv) of triphenylphosphine in 10 mL of CCl4 at 0° C. is added 180 μL (3.48 mmol, 1.2 equiv) of Br2. The resulting orange-yellow suspension is stirred 10 min at 0° C., then a solution of 500 mg (3.16 mmol) of 1-Naphthalenemethanol in 5 mL of CCl4 is added over 2 min. The resulting solution is stirred 1.5 h at RT, and the solvent is removed in vacuo. Purification of the residue by silica gel flash column chromatography using hexane/EtOAc 10/1 as e... The reactants are N1(CCCCCC1)C1=C(C=C(CN)C=C1)F (4-(1-azepanyl)-3-fluorobenzylamine), C26H30FN3O, C1=NC=CC2=C(C=CC=C12)C(C(=O)O)CC (2-(5-isoquinolinyl)butanoic acid), C1=NC=CC2=C(C=CC=C12)CC(=O)O (5-isoquinolinylacetic acid). Yields the product N1(CCCCCC1)C1=C(C=C(CNC(C(CC)C2=C3C=CN=CC3=CC=C2)=O)C=C1)F (N-[4-(1-azepanyl)-3-fluorobenzyl]-2-(5-isoquinolinyl)butanamide). RXN SMILES: [N:1]1([C:8]2[CH:15]=[CH:14][C:11]([CH2:12][NH2:13])=[CH:10][C:9]=2[F:16])[CH2:7][CH2:6][CH2:5][CH2:4][CH2:3][CH2:2]1.[CH:17]1[C:26]2[C:21](=[C:22]([CH:27]([CH2:31][CH3:32])[C:28](O)=[O:29])[CH:23]=[CH:24][CH:25]=2)[CH:20]=[CH:19][N:18]=1.C1C2C(=C(CC(O)=O)C=CC=2)C=CN=1>>[N:1]1([C:8]2[CH:15]=[CH:14][C:11]([CH2:12][NH:13][C:28](=[O:29])[CH:27]([C:22]3[CH:23]=[CH:24][CH:25]=[C:26]4[C:21]=3[CH:20]=[CH:19][N:18]=[CH:17]4)[CH2:31][CH3:32])=[CH:10][C:9]=2[F:16])[CH2:7][CH2:6][CH2:5][CH2:4][CH2:3][CH2:2]1. Procedure details: The title compound was prepared using the procedure described in Example 222B using 4-(1-azepanyl)-3-fluorobenzylamine and 2-(5-isoquinolinyl)butanoic acid instead of 4-(trifluoromethoxy)benzylamine and 5-isoquinolinylacetic acid. MS (ESI+) m/z 420 (M+H)+; MS (ESI−) m/z 418 (M−H)−; 1H NMR (DMSO, 300 MHz) δ 0.90 (t, J 7.5, 3H), δ 1.55 (m, 4H), 1.76 (m, 6H), 2.20 (m, 1H), 3.34 (m, 5H), 4.18 (m, 2H), 6.81 (m, 1H), 7.62 (m, 1H), 8.00 (m, 2H), 8.27 (d, J 7.1, 1H), 8.45 (d, 1H), 8.77 (d, 1H), 8.82 (m,... The reactants are ClC(Cl)Cl, CCOC(=O)Cl, COc1cc(N)c(Cl)cc1C(=O)O, CC(C)(C)OC(=O)N1CCC(CN2CCOC(CN)C2)CC1. Product: COc1cc(N)c(Cl)cc1C(=O)NCC1CN(CC2CCN(C(=O)OC(C)(C)C)CC2)CCO1. As a reaction SMILES: [CH:42]([Cl:43])([Cl:44])[Cl:45].[Cl:14][C:15]([O:16][CH2:17][CH3:18])=[O:19].[NH2:1][c:2]1[cH:3][c:4]([O:12][CH3:13])[c:5]([C:6](=[O:7])[OH:8])[cH:9][c:10]1[Cl:11].[NH2:20][CH2:21][CH:22]1[O:23][CH2:24][CH2:25][N:26]([CH2:28][CH:29]2[CH2:30][CH2:31][N:32]([C:35](=[O:36])[O:37][C:38]([CH3:39])([CH3:40])[CH3:41])[CH2:33][CH2:34]2)[CH2:27]1>>[NH2:1][c:2]1[cH:3][c:4]([O:12][CH3:13])[c:5]([C:6](=[O:8])[NH:20][CH2:21][CH:22]2[O:23][CH2:24][CH2:25][N:26]([CH2:28][CH:29]3[CH2:30][CH2:31][N:32]([C:35](=[O:36])[O:37][C:38]([CH3:39])([CH3:40])[CH3:41])[CH2:33][CH2:34]3)[CH2:27]2)[cH:9][c:10]1[Cl:11].